Dataset: the Open Reaction Database (ORD), a public repository of structured organic reaction records. Task: describe an organic reaction: reactants, conditions, products, and yield Reactants: COC(C=1N=C(NC1)C1=CC=CC=C1)OC (4-Dimethoxymethyl-2-phenyl-1H-imidazole), C(CCC)Br (n-butyl bromide), [OH-].[K+] (potassium hydroxide). Run in CS(=O)C (DMSO), CS(=O)C (DMSO), CCOCC (ether). Run at time 16 hour. Product: C(CCC)N1C(=NC(=C1)C(OC)OC)C1=CC=CC=C1 (1-Butyl-4-dimethoxymethyl-2-phenyl-1H-imidazole). RXN SMILES: [CH3:1][O:2][CH:3]([O:15][CH3:16])[C:4]1[N:5]=[C:6]([C:9]2[CH:14]=[CH:13][CH:12]=[CH:11][CH:10]=2)[NH:7][CH:8]=1.[CH2:17](Br)[CH2:18][CH2:19][CH3:20].[OH-].[K+]>CS(C)=O.CCOCC>[CH2:17]([N:7]1[CH:8]=[C:4]([CH:3]([O:2][CH3:1])[O:15][CH3:16])[N:5]=[C:6]1[C:9]1[CH:10]=[CH:11][CH:12]=[CH:13][CH:14]=1)[CH2:18][CH2:19][CH3:20] |f:2.3|. Procedure details: A solution of 4-dimethoxymethyl-2-phenyl-1H-imidazole 208 (2.18 g, 10 mmol) and n-butyl bromide (2.74 g, 20 mmol) in anhydrous DMSO (15 mL) is added to a suspension of powdered potassium hydroxide (0.96 mg, 15 mmol) in DMSO (20 mL) at room temperature over 3 h. The mixture is then stirred at rt for 16 h. The mixture is diluted with ether and washed with water (three times), brine, and dried over anhydrous sodium sulfate. Removal of the solvent and purification of the residue affords the desired ... The reactants are [H][H] (hydrogen), C(C)OC(=O)C=1C=NC2=CC=C(C=C2C1Cl)F (4-chloro-6-fluoro-quinoline-3-carboxylic acid ethyl ester), C(C)(C)N(CC)C(C)C (diisopropylethylamine), [H][H] (hydrogen). The reagents and catalysts are catalyst, [Pd] (palladium on carbon). Run in C(C)O (ethanol). The product is C(C)OC(=O)C=1C=NC2=CC=C(C=C2C1)F (6-Fluoro-quinoline-3-carboxylic acid ethyl ester). Reaction SMILES: [CH2:1]([O:3][C:4]([C:6]1[CH:7]=[N:8][C:9]2[C:14]([C:15]=1Cl)=[CH:13][C:12]([F:17])=[CH:11][CH:10]=2)=[O:5])[CH3:2].C(N(C(C)C)CC)(C)C.[H][H]>C(O)C.[Pd]>[CH2:1]([O:3][C:4]([C:6]1[CH:7]=[N:8][C:9]2[C:14]([CH:15]=1)=[CH:13][C:12]([F:17])=[CH:11][CH:10]=2)=[O:5])[CH3:2]. Reported procedure: A solution of 4-chloro-6-fluoro-quinoline-3-carboxylic acid ethyl ester (4.2 g, 16.6 mmol) and diisopropylethylamine (8.7 mL, 50 mmol) in ethanol (50 mL) was hydrogenated over 10% palladium on carbon (0.2 g) at 1 atmosphere of hydrogen for 1 day. Additional catalyst (0.3 g) was added and the hydrogenation was continued at 50 psi of hydrogen for 2 hours. The catalyst was removed by filtration. The solvent was evaporated in vacuo, and the residue was partitioned between water and dichloromethane. ... Reactants: COc1ccc2c(c1)C(C)(C)CN2C(C)=O, [K+], O=[N+]([O-])[O-], O, O=C(O)C(F)(F)F. Yields the product COc1cc2c(cc1[N+](=O)[O-])N(C(C)=O)CC2(C)C. RXN SMILES: [C:1]([CH3:2])(=[O:3])[N:4]1[CH2:5][C:6]([CH3:15])([CH3:16])[c:7]2[cH:8][c:9]([O:13][CH3:14])[cH:10][cH:11][c:12]21.[K+:17].[O-:18][N+:19]([O-:20])=[O:21].[OH2:22].[OH:23][C:24]([C:25]([F:26])([F:27])[F:28])=[O:29]>>[C:1]([CH3:2])(=[O:3])[N:4]1[CH2:5][C:6]([CH3:15])([CH3:16])[c:7]2[cH:8][c:9]([O:13][CH3:14])[c:10]([N+:19](=[O:18])[O-:20])[cH:11][c:12]21. Starting materials: Br, C=CC(=O)OC, CC(C)=O, O=N[O-], COc1ccc(N)cn1, [Na+], O. Reaction SMILES: [BrH:10].[C:15]([CH:16]=[CH2:17])(=[O:18])[O:19][CH3:20].[CH3:22][C:23](=[O:24])[CH3:25].[N:11]([O-:12])=[O:13].[NH2:1][c:2]1[cH:3][cH:4][c:5]([O:8][CH3:9])[n:6][cH:7]1.[Na+:14].[OH2:21]>>[c:2]1([CH2:17][CH:16]([Br:10])[C:15](=[O:18])[O:19][CH3:20])[cH:3][cH:4][c:5]([O:8][CH3:9])[n:6][cH:7]1. Yields the product COC(=O)C(Br)Cc1ccc(OC)nc1. Starting materials: O (water), ClC1=NN=C(C2=CC=CC=C12)C1=CC=C(C=C1)F (1-chloro-4-(4-fluorophenyl)phthalazine), C(C)[C@@H]1N(CCNC1)C(=O)OC(C)(C)C ((S)-tert-butyl 2-ethylpiperazine-1-carboxylate), C(=O)([O-])[O-].[K+].[K+] (K2CO3). The solvent is CS(=O)C (DMSO). The product is C(C)[C@@H]1N(CCN(C1)C1=NN=C(C2=CC=CC=C12)C1=CC=C(C=C1)F)C(=O)OC(C)(C)C ((S)-tert-Butyl 2-ethyl-4-(4-(4-fluorophenyl)phthalazin-1-yl)piperazine-1-carboxylate). Yield: 60.3%. RXN SMILES: Cl[C:2]1[C:11]2[C:6](=[CH:7][CH:8]=[CH:9][CH:10]=2)[C:5]([C:12]2[CH:17]=[CH:16][C:15]([F:18])=[CH:14][CH:13]=2)=[N:4][N:3]=1.[CH2:19]([C@H:21]1[CH2:26][NH:25][CH2:24][CH2:23][N:22]1[C:27]([O:29][C:30]([CH3:33])([CH3:32])[CH3:31])=[O:28])[CH3:20].C([O-])([O-])=O.[K+].[K+].O>CS(C)=O>[CH2:19]([C@H:21]1[CH2:26][N:25]([C:2]2[C:11]3[C:6](=[CH:7][CH:8]=[CH:9][CH:10]=3)[C:5]([C:12]3[CH:17]=[CH:16][C:15]([F:18])=[CH:14][CH:13]=3)=[N:4][N:3]=2)[CH2:24][CH2:23][N:22]1[C:27]([O:29][C:30]([CH3:31])([CH3:33])[CH3:32])=[O:28])[CH3:20] |f:2.3.4|. Procedure: Heat a mixture of 1-chloro-4-(4-fluorophenyl)phthalazine (5.02 g, 19.4 mmol), (S)-tert-butyl 2-ethylpiperazine-1-carboxylate (5.00 g, 23.3 mmol) and K2CO3 (5.38 g, 38.9 mmol) in DMSO (75 mL) at 120° C. for 1 d. Pour the reaction mixture into water, rinsing with EtOAc. Extract with EtOAc. Wash the organic layer with water (2×), then brine, dry over Na2SO4, and concentrate under reduced pressure. Purify the resulting residue by flash silica gel chromatography (gradient of 20 to 80% EtOAc in hexane... Starting materials: FC1=CC(=C(C=C1)O)CCC1=CC=CC=C1 (4-fluoro-2-(2-phenylethyl)phenol), BrCC[C@H]1N(C[C@@H](C1)O[Si](C)(C)C(C)(C)C)C(=O)OC(C)(C)C ((2S,4R)-2-(2-bromoethyl)-1-t-butoxycarbonyl-4-t-butyldimethylsilyloxypyrrolidine), CC(C)([O-])C.[K+] (potassium t-butoxide). Solvent: CN(C(C)=O)C (N,N-dimethylacetamide). The product is C(C)(C)(C)OC(=O)N1[C@@H](C[C@H](C1)O[Si](C)(C)C(C)(C)C)CCOC1=C(C=C(C=C1)F)CCC1=CC=CC=C1 ((2R,4R)-1-t-Butoxycarbonyl-4-t-butyldimethylsilyloxy-2-{2-[4-fluoro-2-(2-phenylethyl)phenoxy]ethyl}pyrrolidine). The yield is 83.9%. RXN SMILES: [F:1][C:2]1[CH:7]=[CH:6][C:5]([OH:8])=[C:4]([CH2:9][CH2:10][C:11]2[CH:16]=[CH:15][CH:14]=[CH:13][CH:12]=2)[CH:3]=1.Br[CH2:18][CH2:19][C@@H:20]1[CH2:24][C@@H:23]([O:25][Si:26]([C:29]([CH3:32])([CH3:31])[CH3:30])([CH3:28])[CH3:27])[CH2:22][N:21]1[C:33]([O:35][C:36]([CH3:39])([CH3:38])[CH3:37])=[O:34].CC(C)([O-])C.[K+]>CN(C)C(=O)C>[C:36]([O:35][C:33]([N:21]1[CH2:22][C@H:23]([O:25][Si:26]([C:29]([CH3:32])([CH3:31])[CH3:30])([CH3:28])[CH3:27])[CH2:24][C@H:20]1[CH2:19][CH2:18][O:8][C:5]1[CH:6]=[CH:7][C:2]([F:1])=[CH:3][C:4]=1[CH2:9][CH2:10][C:11]1[CH:12]=[CH:13][CH:14]=[CH:15][CH:16]=1)=[O:34])([CH3:39])([CH3:38])[CH3:37] |f:2.3|. Procedure: 1090 mg of 4-fluoro-2-(2-phenylethyl)phenol (prepared as described in Preparation 3), 1870 mg of (2S,4R)-2-(2-bromoethyl)-1-t-butoxycarbonyl-4-t-butyldimethylsilyloxypyrrolidine and 566 mg of potassium t-butoxide were allowed to react together in 10 ml of N,N-dimethylacetamide, and the resulting mixture was extracted in the same manner as described in step (a) of Example 2. The resulting oily substance was purified by silica gel column chromatography, using a 5:1 by volume mixture of hexane and ... Reactants: C1CCNC1, CC#N, Cc1c(C(=O)CCl)nnn1-c1ccc(F)cc1. The product is Cc1c(C(=O)CN2CCCC2)nnn1-c1ccc(F)cc1. Reaction SMILES: [CH2:18]1[CH2:19][CH2:20][NH:21][CH2:22]1.[CH3:23][C:24]#[N:25].[Cl:1][CH2:2][C:3](=[O:4])[c:5]1[n:6][n:7][n:8](-[c:11]2[cH:12][cH:13][c:14]([F:17])[cH:15][cH:16]2)[c:9]1[CH3:10]>>[CH2:2]([C:3](=[O:4])[c:5]1[n:6][n:7][n:8](-[c:11]2[cH:12][cH:13][c:14]([F:17])[cH:15][cH:16]2)[c:9]1[CH3:10])[N:21]1[CH2:20][CH2:19][CH2:18][CH2:22]1.